From a dataset of the Open Reaction Database (ORD), a public repository of structured organic reaction records. describe an organic reaction: reactants, conditions, products, and yield Reactants: CNC(=O)C1=C(SC=C1)C (N-methyl-2-methylthiophene-3-carboxamide), [Li]CCCC.C1CCOC1 (n-BuLi THF), C(C1=CC=C(C=C1)OC)#N (anisonitrile). The yield is 30.0%. Reaction SMILES: CN[C:3]([C:5]1[CH:9]=[CH:8][S:7][C:6]=1[CH3:10])=[O:4].[Li]CCCC.C1C[O:19]CC1.C(#N)C1C=CC(OC)=CC=1>C1COCC1>[CH3:10][C:6]1[S:7][CH:8]=[CH:9][C:5]=1[C:3]([OH:19])=[O:4] |f:1.2|. Conditions: temperature -70 celsius, time 2 hour. Yields the product CC=1SC=CC1C(=O)O (2-Methyl-3-thiophenecarboxylic acid). The solvent is C1CCOC1 (THF). Reported procedure: To a solution of N-methyl-2-methylthiophene-3-carboxamide (36.0 g) in THF (500 ml) was added dropwise 2.5M n-BuLi/THF solution (200 ml) at −70° C. The reaction solution was stirred at −70° C. for 2 hr. followed by the addition of anisonitrile (31.0 g) at once. After the dry ice/acetone bath was removed, the reaction mixture was back to room temperature. Three hours later, an aqueous solution of saturated ammonium chloride and ether were added thereto, and then the mixture was further stirred for... Reactants: C=CCC1(C(=O)OC(C)(C)C)CC(=O)N(C(C)c2ccccc2)C1, O=C([O-])O, CCOCC, B1C2CCCC1CCC2, [Na+], [Na+], C1CCOC1, [OH-], OO. Product: CC(c1ccccc1)N1CC(CCCO)(C(=O)OC(C)(C)C)CC1=O. As a reaction SMILES: [C:1]([CH3:2])([CH3:3])([CH3:4])[O:5][C:6](=[O:7])[C:8]1([CH2:22][CH:23]=[CH2:24])[CH2:9][N:10]([CH:14]([CH3:15])[c:16]2[cH:17][cH:18][cH:19][cH:20][cH:21]2)[C:11](=[O:13])[CH2:12]1.[C:38]([O-:39])(=[O:40])[OH:41].[CH3:48][CH2:49][O:50][CH2:51][CH3:52].[CH:25]12[CH2:26][CH2:27][CH2:28][CH:29]([BH:30]1)[CH2:31][CH2:32][CH2:33]2.[Na+:35].[Na+:42].[O:43]1[CH2:44][CH2:45][CH2:46][CH2:47]1.[OH-:34].[OH:36][OH:37]>>[C:1]([CH3:2])([CH3:3])([CH3:4])[O:5][C:6](=[O:7])[C:8]1([CH2:22][CH2:23][CH2:24][OH:39])[CH2:9][N:10]([CH:14]([CH3:15])[c:16]2[cH:17][cH:18][cH:19][cH:20][cH:21]2)[C:11](=[O:13])[CH2:12]1.